This data is from the Open Reaction Database (ORD), a public repository of structured organic reaction records. The task is: describe an organic reaction: reactants, conditions, products, and yield Reactants: OCCO, CC1(C)CNCCO1, CC12CC3OC3CC1CCC1C2CCC2(C)C(C(=O)CO)CCC12, O. As a reaction SMILES: [CH2:34]([OH:35])[CH2:36][OH:37].[CH3:1][C:2]1([CH3:8])[O:3][CH2:4][CH2:5][NH:6][CH2:7]1.[O:9]1[CH:10]2[CH:11]1[CH2:12][CH:13]1[CH2:14][CH2:15][CH:16]3[CH:17]4[CH2:18][CH2:19][CH:20]([C:21]([CH2:22][OH:23])=[O:24])[C:25]4([CH3:32])[CH2:26][CH2:27][CH:28]3[C:29]1([CH3:31])[CH2:30]2.[OH2:33]>>[CH3:1][C:2]1([CH3:8])[O:3][CH2:4][CH2:5][N:6]([CH:10]2[CH:11]([OH:9])[CH2:12][CH:13]3[CH2:14][CH2:15][CH:16]4[CH:17]5[CH2:18][CH2:19][CH:20]([C:21]([CH2:22][OH:23])=[O:24])[C:25]5([CH3:32])[CH2:26][CH2:27][CH:28]4[C:29]3([CH3:31])[CH2:30]2)[CH2:7]1. Product: CC1(C)CN(C2CC3(C)C(CCC4C3CCC3(C)C(C(=O)CO)CCC43)CC2O)CCO1. Starting materials: C(CCCCCCCCCC)C=1C=NC(=NC1)C1=CC=C(C=C1)O (4-(5-undecyl-pyrimidin-2-yl)phenol), C(C)C1=CC=C(O1)C(=O)O (5-ethyl-2-furancarboxylic acid), C1(CCCCC1)N=C=NC1CCCCC1 (dicyclohexylcarbodiimide). Solvent: ClCCl (dichloromethane). Product: C(C)C1=CC=C(O1)C(=O)OC1=CC=C(C=C1)C1=NC=C(C=N1)CCCCCCCCCCC (4-(5-Undecyl-pyrimidin-2-yl)phenyl 5-ethyl-furan-2-carboxylate). RXN SMILES: [CH2:1]([C:12]1[CH:13]=[N:14][C:15]([C:18]2[CH:23]=[CH:22][C:21]([OH:24])=[CH:20][CH:19]=2)=[N:16][CH:17]=1)[CH2:2][CH2:3][CH2:4][CH2:5][CH2:6][CH2:7][CH2:8][CH2:9][CH2:10][CH3:11].[CH2:25]([C:27]1[O:31][C:30]([C:32](O)=[O:33])=[CH:29][CH:28]=1)[CH3:26].C1(N=C=NC2CCCCC2)CCCCC1>ClCCl>[CH2:25]([C:27]1[O:31][C:30]([C:32]([O:24][C:21]2[CH:20]=[CH:19][C:18]([C:15]3[N:16]=[CH:17][C:12]([CH2:1][CH2:2][CH2:3][CH2:4][CH2:5][CH2:6][CH2:7][CH2:8][CH2:9][CH2:10][CH3:11])=[CH:13][N:14]=3)=[CH:23][CH:22]=2)=[O:33])=[CH:29][CH:28]=1)[CH3:26]. Procedure details: 4.9 g of 4-(5-undecyl-pyrimidin-2-yl)phenol, 1.4 g of 5-ethyl-2-furancarboxylic acid (prepared as described by Perry et al., Appl. Organomet. Chem. 10, 389–392 (1996) from furan-2-carboxylic acid; m.p. 90° C.) and 2.1 g of dicyclohexylcarbodiimide are stirred for 24 h in 50 ml of dichloromethane at room temperature. Filtration, removal of the dichloromethane by distillation, purification by chromatography (silica gel; dichloromethane/heptane) and recrystallization from acetonitrile affords the t... Yields the product ClCC1CN(C=2C=C(C3=C(C12)C=CC=C3)N)C(=O)C=3NC1=C(C(=C(C=C1C3)OC)OC)OC (1-(chloromethyl)-3-[(5,6,7-trimethoxy-1H-indol-2-yl)carbonyl]-1,2-dihydro-3H-benzo[e]indol-5-amine). Reaction conditions: time 30 minute. Isolated yield 80.0%. Procedure details: Benzenesulfinic acid, sodium salt (25 mg, 0.15 mmol) and camphorsulfonic acid (40 mg, 0.17 mmol) were added to a solution of 10a (30 mg, 0.059 mmol) in dichloromethane (5 mL). Pd(Ph3P)4 (5 mg, 0.004 mmol) was added and the reaction mixture was stirred at an ambient temperature for 30 min. The mixture was purified directly via a silica gel column. Elution with EtOAc/petroleum ether (1:1) gave 1-(chloromethyl)-3-[(5,6,7-trimethoxy-1H-indol-2-yl)carbonyl]-1,2-dihydro-3H-benzo[e]indol-5-amine (11a) ... Run in ClCCl (dichloromethane). The reagents and catalysts are C=1C=CC(=CC1)[P](C=2C=CC=CC2)(C=3C=CC=CC3)[Pd]([P](C=4C=CC=CC4)(C=5C=CC=CC5)C=6C=CC=CC6)([P](C=7C=CC=CC7)(C=8C=CC=CC8)C=9C=CC=CC9)[P](C=1C=CC=CC1)(C=1C=CC=CC1)C=1C=CC=CC1 (Pd(Ph3P)4). As a reaction SMILES: C1(S(O)=O)C=CC=CC=1.[Na].C12(CS(O)(=O)=O)C(C)(C)C(CC1)CC2=O.C([NH:29][C:30]1[C:31]2[CH:61]=[CH:60][CH:59]=[CH:58][C:32]=2[C:33]2[CH:34]([CH2:56][Cl:57])[CH2:35][N:36]([C:39]([C:41]3[NH:42][C:43]4[C:48]([CH:49]=3)=[CH:47][C:46]([O:50][CH3:51])=[C:45]([O:52][CH3:53])[C:44]=4[O:54][CH3:55])=[O:40])[C:37]=2[CH:38]=1)C=C>ClCCl.C1C=CC([P]([Pd]([P](C2C=CC=CC=2)(C2C=CC=CC=2)C2C=CC=CC=2)([P](C2C=CC=CC=2)(C2C=CC=CC=2)C2C=CC=CC=2)[P](C2C=CC=CC=2)(C2C=CC=CC=2)C2C=CC=CC=2)(C2C=CC=CC=2)C2C=CC=CC=2)=CC=1>[Cl:57][CH2:56][CH:34]1[C:33]2[C:32]3[CH:58]=[CH:59][CH:60]=[CH:61][C:31]=3[C:30]([NH2:29])=[CH:38][C:37]=2[N:36]([C:39]([C:41]2[NH:42][C:43]3[C:48]([CH:49]=2)=[CH:47][C:46]([O:50][CH3:51])=[C:45]([O:52][CH3:53])[C:44]=3[O:54][CH3:55])=[O:40])[CH2:35]1 |^1:9,68,70,89,108|. Reactants: C1(=CC=CC=C1)S(=O)O (Benzenesulfinic acid), [Na] (sodium), C12(C(=O)CC(CC1)C2(C)C)CS(=O)(=O)O (camphorsulfonic acid), C(C=C)NC=1C2=C(C=3C(CN(C3C1)C(=O)C=1NC3=C(C(=C(C=C3C1)OC)OC)OC)CCl)C=CC=C2 (N-allyl-1-(chloromethyl)-3-[(5,6,7-trimethoxy-1H-indol-2-yl)carbonyl]-1,2-dihydro-3H-benzo[e]indol-5-amine). The reactants are CN(CCN1CCSc2cc([N+](=O)[O-])ccc21)CC(=O)OC(C)(C)C, CCO. The product is CN(CCN1CCSc2cc(N)ccc21)CC(=O)OC(C)(C)C. Reaction SMILES: [CH3:1][N:2]([CH2:3][C:4](=[O:5])[O:6][C:7]([CH3:8])([CH3:9])[CH3:10])[CH2:11][CH2:12][N:13]1[c:14]2[c:15]([cH:19][c:20]([N+:23]([O-:24])=[O:25])[cH:21][cH:22]2)[S:16][CH2:17][CH2:18]1.[CH3:26][CH2:27][OH:28]>>[CH3:1][N:2]([CH2:3][C:4](=[O:5])[O:6][C:7]([CH3:8])([CH3:9])[CH3:10])[CH2:11][CH2:12][N:13]1[c:14]2[c:15]([cH:19][c:20]([NH2:23])[cH:21][cH:22]2)[S:16][CH2:17][CH2:18]1. The reactants are N1CCNCC1 (piperazine), [N-]=C=O (isocyanate), ClCCl (dichloromethane). Yields the product CNC(=O)N1CCNCC1 (N-methyl-1-piperazinecarboxamide). RXN SMILES: [NH:1]1[CH2:6][CH2:5][NH:4][CH2:3][CH2:2]1.[N-:7]=[C:8]=[O:9].Cl[CH2:11]Cl>>[CH3:11][NH:7][C:8]([N:1]1[CH2:6][CH2:5][NH:4][CH2:3][CH2:2]1)=[O:9]. Procedure details: To the solution of piperazine (3 g) in dichloromethane (30 ml) was addedmethyl isocyanate (2.16 ml) in an ice water bath with stirring. After 10 minutes the mixture was stirred at ambient temperature for 1 hour. The reaction mixture was evaporated in vacuo. The residue was diluted with acetonitrile (15 ml) and crystals were filtered off. The filtrate was evaporated in vacuo. To the residue was added xylene and the solvent was azeotropically removed in vacuo to give N-methyl-1-piperazinecarboxami... Reactants: C=O, Cl, [Na+], [OH-], O, O=c1cc(CO)occ1O. Yields the product O=c1cc(CO)oc(CO)c1O. Reaction SMILES: [CH2:13]=[O:14].[ClH:15].[Na+:12].[OH-:11].[OH2:16].[OH:1][CH2:2][c:3]1[cH:4][c:5](=[O:6])[c:7]([OH:8])[cH:9][o:10]1>>[OH:1][CH2:2][c:3]1[cH:4][c:5](=[O:6])[c:7]([OH:8])[c:9]([CH2:13][OH:11])[o:10]1. The reactants are FC1=CC=C(C=C1)CCN1CCC(CC1)C(=O)C1=C(C(=CC=C1)O[Si](C(C)C)(C(C)C)C(C)C)OC ({1-[2-(4-fluoro-phenyl)-ethyl]-piperidin-4-yl}-(2-methoxy-3-triisopropylsilanyloxy-phenyl)-methanone), Example 2C, [F-].C(CCC)[N+](CCCC)(CCCC)CCCC (tetrabutylammonium fluoride). Solvent: [Cl-].[Na+].O (brine), C1CCOC1 (THF), C1CCOC1 (THF). Conditions: time 5 hour. Product: FC1=CC=C(C=C1)CCN1CCC(CC1)C(=O)C1=C(C(=CC=C1)O)OC ({1-[2-(4-Fluoro-phenyl)-ethyl]-piperidin-4-yl}-(3-hydroxy-2-methoxy-phenyl)-methanone). Isolated yield 83.0%. As a reaction SMILES: [F:1][C:2]1[CH:7]=[CH:6][C:5]([CH2:8][CH2:9][N:10]2[CH2:15][CH2:14][CH:13]([C:16]([C:18]3[CH:23]=[CH:22][CH:21]=[C:20]([O:24][Si](C(C)C)(C(C)C)C(C)C)[C:19]=3[O:35][CH3:36])=[O:17])[CH2:12][CH2:11]2)=[CH:4][CH:3]=1.[F-].C([N+](CCCC)(CCCC)CCCC)CCC>C1COCC1.[Cl-].[Na+].O>[F:1][C:2]1[CH:7]=[CH:6][C:5]([CH2:8][CH2:9][N:10]2[CH2:11][CH2:12][CH:13]([C:16]([C:18]3[CH:23]=[CH:22][CH:21]=[C:20]([OH:24])[C:19]=3[O:35][CH3:36])=[O:17])[CH2:14][CH2:15]2)=[CH:4][CH:3]=1 |f:1.2,4.5.6|. Reported procedure: Add to a solution of {1-[2-(4-fluoro-phenyl)-ethyl]-piperidin-4-yl}-(2-methoxy-3-triisopropylsilanyloxy-phenyl)-methanone, Example 2C (1.80 g, 3.50 mmol) in dry THF (5 mL) at ca. 20° C. under nitrogen, 1.0 M tetrabutylammonium fluoride in THF (4.55 mL, 4.55 mmol). After stirring 5 h, dilute the reaction with brine (100 mL) and extract with CH2Cl2 (3 ×75 mL). Dry the extracts (Na2SO4) and concentrate under vacuum. Purify the crude product by column chromatography over silica gel eluting initially... The reactants are NC1=CC(=C(C(=O)NCCN(CC)CC)C=C1Cl)OCCCN1C(C=2C(C1=O)=CC=CC2)=O (4-Amino-5-chloro-N-[2-(diethylamino)ethyl]-2-[3-(phthalimido)propoxy]benzamide), O.NN (hydrazine hydrate). The solvent is C(C)O (ethanol). Product: NC1=CC(=C(C(=O)NCCN(CC)CC)C=C1Cl)OCCCN (4-Amino-2-(3-aminopropoxy)-5-chloro-N-[2-(diethylamino)ethyl]benzamide). Isolated yield 86.3%. RXN SMILES: [NH2:1][C:2]1[C:17]([Cl:18])=[CH:16][C:5]([C:6]([NH:8][CH2:9][CH2:10][N:11]([CH2:14][CH3:15])[CH2:12][CH3:13])=[O:7])=[C:4]([O:19][CH2:20][CH2:21][CH2:22][N:23]2C(=O)C3=CC=CC=C3C2=O)[CH:3]=1.O.NN>C(O)C>[NH2:1][C:2]1[C:17]([Cl:18])=[CH:16][C:5]([C:6]([NH:8][CH2:9][CH2:10][N:11]([CH2:12][CH3:13])[CH2:14][CH3:15])=[O:7])=[C:4]([O:19][CH2:20][CH2:21][CH2:22][NH2:23])[CH:3]=1 |f:1.2|. Procedure: A mixture of 4-amino-5-chloro-N-[2-(diethylamino)ethyl]-2-[3-(phthalimide)propoxy]benzamide (4.73 g, 10 mmoles) (prepared in Example 38), 64% hydrazine hydrate (800 mg, 16 mmoles) and absolute ethanol (15 ml) was heated briefly to reflux until clear solution was formed. The solution was heated 16 hours at 55°-57° C. and then 2 hours at reflux. After cooling, a solid was filtered off and washed with ethanol. The combined filtrate and washings were concentrated in vacuo. The residue was dissolved ... Reactants: O (water), C(CCC)C=1NC2=C(N1)C=CC=C2 (2-butylbenzimidazole), [H-].[Na+] (sodium hydride), resultant mixture, BrCC1=CC=C(C=C1)C1=C(C(=O)OC)C=CC=C1 (methyl 2-(4-bromomethylphenyl)benzoate). The solvent is CN(C)C=O (DMF). Run at time 20 minute. Yields the product C(CCC)C1=NC2=C(N1CC1=CC=C(C=C1)C1=C(C(=O)OC)C=CC=C1)C=CC=C2 (Methyl 2-[4-(2-butylbenzimidazol-1-yl)methylphenyl]benzoate). As a reaction SMILES: [CH2:1]([C:5]1[NH:6][C:7]2[CH:13]=[CH:12][CH:11]=[CH:10][C:8]=2[N:9]=1)[CH2:2][CH2:3][CH3:4].[H-].[Na+].Br[CH2:17][C:18]1[CH:23]=[CH:22][C:21]([C:24]2[CH:33]=[CH:32][CH:31]=[CH:30][C:25]=2[C:26]([O:28][CH3:29])=[O:27])=[CH:20][CH:19]=1.O>CN(C=O)C>[CH2:1]([C:5]1[N:6]([CH2:17][C:18]2[CH:19]=[CH:20][C:21]([C:24]3[CH:33]=[CH:32][CH:31]=[CH:30][C:25]=3[C:26]([O:28][CH3:29])=[O:27])=[CH:22][CH:23]=2)[C:7]2[CH:13]=[CH:12][CH:11]=[CH:10][C:8]=2[N:9]=1)[CH2:2][CH2:3][CH3:4] |f:1.2|. Procedure: To a solution of 2-butylbenzimidazole (0.52 g) in DMF (4 ml) was added, under cooling with ice, sodium hydride (60% oil, 0.13 g), and then the mixture was stirred for 20 minutes. To the resultant mixture was added methyl 2-(4-bromomethylphenyl)benzoate (1.0 g), which was stirred for 1.5 hour at room temperature. To the mixture was added water, followed by extraction with ethyl acetate. The solvent was evaporated to dryness to give an oily residue. The oil was purified by column chromatography on... Reactants: [Al+3], COC(=O)NC1CC(=O)OC1=O, CCOC(C)=O, [Cl-], [Cl-], [Cl-], Clc1ccccc1, CC(Cl)Cl, Cl. The product is COC(=O)NC(CC(=O)c1ccc(Cl)cc1)C(=O)O. RXN SMILES: [Al+3:21].[CH3:1][O:2][C:3](=[O:4])[NH:5][CH:6]1[C:7](=[O:8])[O:9][C:10](=[O:12])[CH2:11]1.[CH3:29][CH2:30][O:31][C:32](=[O:33])[CH3:34].[Cl-:20].[Cl-:22].[Cl-:23].[Cl:13][c:14]1[cH:15][cH:16][cH:17][cH:18][cH:19]1.[Cl:25][CH:26]([Cl:27])[CH3:28].[ClH:24]>>[CH3:1][O:2][C:3](=[O:4])[NH:5][CH:6]([C:7](=[O:8])[OH:9])[CH2:11][C:10](=[O:12])[c:17]1[cH:16][cH:15][c:14]([Cl:13])[cH:19][cH:18]1.